This data is from the Open Reaction Database (ORD), a public repository of structured organic reaction records. The task is: describe an organic reaction: reactants, conditions, products, and yield Reactants: NC1=CC=C(C=C1)C1=CC=CC=C1 (4-Aminobiphenyl), C(C)(=O)OC(C)=O (acetic anhydride). Solvent: petroleum ether, C1(=CC=CC=C1)C (toluene). Conditions: time 1 hour. Product: N(C(=O)C)C1=CC=C(C=C1)C1=CC=CC=C1 (4-acetaminobiphenyl). Isolated yield 99.7%. Reaction SMILES: [NH2:1][C:2]1[CH:7]=[CH:6][C:5]([C:8]2[CH:13]=[CH:12][CH:11]=[CH:10][CH:9]=2)=[CH:4][CH:3]=1.[C:14](OC(=O)C)(=[O:16])[CH3:15]>C1(C)C=CC=CC=1>[NH:1]([C:2]1[CH:3]=[CH:4][C:5]([C:8]2[CH:13]=[CH:12][CH:11]=[CH:10][CH:9]=2)=[CH:6][CH:7]=1)[C:14]([CH3:15])=[O:16]. Procedure: 4-Aminobiphenyl (15 g, 88.76 mmol)in toluene (250 ml) was added acetic anhydride (8.5 ml, 90 mmol). The mixture was stirred at ambient temperature for 1 hour. Following the reaction the mixture was poured into petroleum ether (500 ml), the product was filtered off, washed with petroleum ether and dried to yield 4-acetaminobiphenyl (18.7 g). Starting materials: NC=1SC(=CN1)C (2-amino-5-methylthiazole), ICC1OCCOC1 (2-iodomethyl-1,4-dioxane). Reaction conditions: temperature 85 celsius, time 18 hour. Product: [NH4+].[OH-] (NH4OH), O1C(COCC1)CN1C(SC(=C1)C)=N (3-((1,4-dioxan-2-yl)methyl)-5-methylthiazol-2(3H)-imine). RXN SMILES: [NH2:1][C:2]1[S:3][C:4]([CH3:7])=[CH:5][N:6]=1.I[CH2:9][CH:10]1[CH2:15][O:14][CH2:13][CH2:12][O:11]1>>[NH4+:1].[OH-:11].[O:11]1[CH2:12][CH2:13][O:14][CH2:15][CH:10]1[CH2:9][N:6]1[CH:5]=[C:4]([CH3:7])[S:3][C:2]1=[NH:1] |f:2.3|. Reported procedure: A mixture of 2-amino-5-methylthiazole (0.77 g, 6.7 mmol) and 2-iodomethyl-1,4-dioxane (Synchem-OHG, 1.5 g, 6.7 mmol) was warmed to 85° C. and was allowed to stir for 18 hours. The mixture was cooled to ambient temperature and the crude material was purified via column chromatography (SiO2, 10% methanol in ethyl acetate then 9:1:0.1 CH2Cl2:methanol:NH4OH) to afford the title compound. MS (DCI/NH3) m/z 215 (M+H)+. The reactants are [Br-], Nc1ccc(Br)cc1, ClCCl, CCCC[N+](CCCC)(CCCC)CCCC, OB(O)c1ccccc1C(F)(F)F, [Na+], [Na+], O=C([O-])[O-], O, [Pd], c1ccc(P(c2ccccc2)c2ccccc2)cc1, c1ccc(P(c2ccccc2)c2ccccc2)cc1, c1ccc(P(c2ccccc2)c2ccccc2)cc1, c1ccc(P(c2ccccc2)c2ccccc2)cc1, c1ccccc1. Product: Nc1ccc(-c2ccccc2C(F)(F)F)cc1. As a reaction SMILES: [Br-:34].[Br:1][c:2]1[cH:3][cH:4][c:5]([NH2:6])[cH:7][cH:8]1.[CH2:52]([Cl:53])[Cl:54].[CH3:35][CH2:36][CH2:37][CH2:38][N+:39]([CH2:40][CH2:41][CH2:42][CH3:43])([CH2:44][CH2:45][CH2:46][CH3:47])[CH2:48][CH2:49][CH2:50][CH3:51].[F:9][C:10]([c:11]1[c:12]([B:17]([OH:18])[OH:19])[cH:13][cH:14][cH:15][cH:16]1)([F:20])[F:21].[Na+:22].[Na+:23].[O-:24][C:25](=[O:26])[O-:27].[OH2:55].[Pd:56].[c:114]1([P:115]([c:116]2[cH:117][cH:118][cH:119][cH:120][cH:121]2)[c:122]2[cH:123][cH:124][cH:125][cH:126][cH:127]2)[cH:128][cH:129][cH:130][cH:131][cH:132]1.[c:57]1([P:58]([c:59]2[cH:60][cH:61][cH:62][cH:63][cH:64]2)[c:65]2[cH:66][cH:67][cH:68][cH:69][cH:70]2)[cH:71][cH:72][cH:73][cH:74][cH:75]1.[c:76]1([P:77]([c:78]2[cH:79][cH:80][cH:81][cH:82][cH:83]2)[c:84]2[cH:85][cH:86][cH:87][cH:88][cH:89]2)[cH:90][cH:91][cH:92][cH:93][cH:94]1.[c:95]1([P:96]([c:97]2[cH:98][cH:99][cH:100][cH:101][cH:102]2)[c:103]2[cH:104][cH:105][cH:106][cH:107][cH:108]2)[cH:109][cH:110][cH:111][cH:112][cH:113]1.[cH:28]1[cH:29][cH:30][cH:31][cH:32][cH:33]1>>[c:2]1(-[c:12]2[c:11]([C:10]([F:9])([F:20])[F:21])[cH:16][cH:15][cH:14][cH:13]2)[cH:3][cH:4][c:5]([NH2:6])[cH:7][cH:8]1. Starting materials: OC=1C=C(C=O)C=CC1OCCC (3-hydroxy-4-propoxybenzaldehyde), CC(=O)C1=CC(=C(C(=C1)OC)OC)OC (3,4,5-trimethoxyacetophenone), [OH-].[Na+] (sodium hydroxide). Run in CO (methanol). Product: OC=1C=C(C=CC1OCCC)\C=C\C(=O)C1=CC(=C(C(=C1)OC)OC)OC ((E)-1-(3-hydroxy4-propoxyphenyl)-3-(3,4,5-trimethoxyphenyl)prop-1-en-3-one). Isolated yield 60.7%. As a reaction SMILES: [OH:1][C:2]1[CH:3]=[C:4]([CH:7]=[CH:8][C:9]=1[O:10][CH2:11][CH2:12][CH3:13])[CH:5]=O.[CH3:14][C:15]([C:17]1[CH:22]=[C:21]([O:23][CH3:24])[C:20]([O:25][CH3:26])=[C:19]([O:27][CH3:28])[CH:18]=1)=[O:16].[OH-].[Na+]>CO>[OH:1][C:2]1[CH:3]=[C:4](/[CH:5]=[CH:14]/[C:15]([C:17]2[CH:18]=[C:19]([O:27][CH3:28])[C:20]([O:25][CH3:26])=[C:21]([O:23][CH3:24])[CH:22]=2)=[O:16])[CH:7]=[CH:8][C:9]=1[O:10][CH2:11][CH2:12][CH3:13] |f:2.3|. Procedure: A mixture of 3-hydroxy-4-propoxybenzaldehyde (0.8 g, 4.4 mmol), 3,4,5-trimethoxyacetophenone (0.934 mg, 4.4 mmol) and 50% w/v of aqueous sodium hydroxide (7.0 ml, 0.089 mol) in methanol (10 ml) at room temperature for 18 h. The orange solid isolated by filtration was washed sequentially with cold methanol and ether and finally dried in a vacuum dessicator. Purification was achieved using column chromatography (SiO2, petroleum:ether (40:60 v/v) with an increasing gradient of ethyl acetate) which ... Starting materials: C(#CC)O (propyne-1-ol), C(C#C)O.C1(=CC=CC=C1)NC(=O)OCC (2-propyne-1-ol phenylurethane). Yields the product C(C#CC#CCO)O.C1(=CC=CC=C1)NC(=O)OCC (2,4-hexadiyn-1,6-diol monophenylurethane). Isolated yield 78.0%. RXN SMILES: [C:1]([OH:4])#[C:2][CH3:3].[CH2:5]([OH:8])[C:6]#[CH:7].[C:9]1([NH:15][C:16]([O:18][CH2:19][CH3:20])=[O:17])[CH:14]=[CH:13][CH:12]=[CH:11][CH:10]=1>>[CH2:5]([OH:8])[C:6]#[C:7][C:3]#[C:2][CH2:1][OH:4].[C:9]1([NH:15][C:16]([O:18][CH2:19][CH3:20])=[O:17])[CH:14]=[CH:13][CH:12]=[CH:11][CH:10]=1 |f:1.2,3.4|. Procedure: The monomer 2,4-hexadiyn-1,6-diol-monophenylurethane is synthesized by the unsymmetrical coupling reaction of propyne-1-ol and 2-propyne-1-ol-phenylurethane and is purified by recrystallization of the crude product from ethyl acetate/petroleum ether. Recrystallization of a 0.4 gm sample from 100 ml of a 10:90 acetone/petroleum ether solvent mixture by slow evaporation at room temperature gives approximately 5 cm long needle-like crystals which turn pink upon exposure to light.